From a dataset of the Open Reaction Database (ORD), a public repository of structured organic reaction records. describe an organic reaction: reactants, conditions, products, and yield Reactants: C1CCOC1, O=C1CCC(c2ccc3[nH]c(=O)oc3c2)CC1, NCC#Cc1ccccc1. Product: O=c1[nH]c2ccc(C3CCC(NCC#Cc4ccccc4)CC3)cc2o1. As a reaction SMILES: [CH2:28]1[O:29][CH2:30][CH2:31][CH2:32]1.[CH:11]1([c:18]2[cH:19][c:20]3[c:21]([nH:22][c:23](=[O:25])[o:24]3)[cH:26][cH:27]2)[CH2:12][CH2:13][C:14](=[O:17])[CH2:15][CH2:16]1.[c:1]1([C:7]#[C:8][CH2:9][NH2:10])[cH:2][cH:3][cH:4][cH:5][cH:6]1>>[c:1]1([C:7]#[C:8][CH2:9][NH:10][CH:14]2[CH2:13][CH2:12][CH:11]([c:18]3[cH:19][c:20]4[c:21]([nH:22][c:23](=[O:25])[o:24]4)[cH:26][cH:27]3)[CH2:16][CH2:15]2)[cH:2][cH:3][cH:4][cH:5][cH:6]1. The reactants are C(C)(=O)NC1=CC=C(OC2=C(C=C(C(=O)O)C=C2S(NC(C)=O)(=O)=O)NCC2=CC=CO2)C=C1 (4-(4-acetamidophenoxy)-3-furfurylamino-5-acetylsulfamoylbenzoic acid), [OH-].[Na+] (sodium hydroxide). The product is NC1=CC=C(OC2=C(C=C(C(=O)O)C=C2S(N)(=O)=O)NCC2=CC=CO2)C=C1 (4-(4-aminophenoxy)-3-furfurylamino-5-sulfamoylbenzoic acid). As a reaction SMILES: C([NH:4][C:5]1[CH:34]=[CH:33][C:8]([O:9][C:10]2[C:18]([S:19](=[O:25])(=[O:24])[NH:20]C(=O)C)=[CH:17][C:13]([C:14]([OH:16])=[O:15])=[CH:12][C:11]=2[NH:26][CH2:27][C:28]2[O:32][CH:31]=[CH:30][CH:29]=2)=[CH:7][CH:6]=1)(=O)C.[OH-].[Na+]>>[NH2:4][C:5]1[CH:6]=[CH:7][C:8]([O:9][C:10]2[C:18]([S:19](=[O:24])(=[O:25])[NH2:20])=[CH:17][C:13]([C:14]([OH:16])=[O:15])=[CH:12][C:11]=2[NH:26][CH2:27][C:28]2[O:32][CH:31]=[CH:30][CH:29]=2)=[CH:33][CH:34]=1 |f:1.2|. Procedure details: The mixture of 1.1 g of 4-(4-acetamidophenoxy)-3-furfurylamino-5-acetylsulfamoylbenzoic acid and 11 ml of 2N aqueous sodium hydroxide is refluxed for 2 hours under nitrogen. After cooling to room temperature it is filtered, the filtrate acidified with glacial acetic acid to a pH of 4-5 and the precipitate formed filtered off. It is recrystallized from 70% aqueous ethanol, to yield the 4-(4-aminophenoxy)-3-furfurylamino-5-sulfamoylbenzoic acid melting at 233°-235°. Yields the product FC(F)(F)Oc1ccc2nc(Cl)sc2c1. Starting materials: CC(C)CCON=O, CC#N, Cl[Cu]Cl, Cl, Nc1nc2ccc(OC(F)(F)F)cc2s1. RXN SMILES: [CH3:1][CH:2]([CH2:3][CH2:4][O:5][N:6]=[O:7])[CH3:8].[CH3:25][C:26]#[N:27].[Cl:28][Cu:29][Cl:30].[ClH:24].[F:9][C:10]([O:11][c:12]1[cH:13][c:14]2[c:15]([n:16][c:17]([NH2:19])[s:18]2)[cH:20][cH:21]1)([F:22])[F:23]>>[F:9][C:10]([O:11][c:12]1[cH:13][c:14]2[c:15]([n:16][c:17]([Cl:24])[s:18]2)[cH:20][cH:21]1)([F:22])[F:23]. The reactants are O=[Si]=O (dicalite), C(#C)C1=CC2=C(OCC(CO2)(C)C)C=C1 (7-Ethynyl-3,3-dimethyl-3,4-dihydro-2H-benzo[b][1,4]dioxepine), C(C)OC(C1=CC=C(C=C1)Br)=O (ethyl-4-bromobenzoate), C(C)(C)NC(C)C (diisopropylamine). The reagents and catalysts are Cl[Pd]([P](C1=CC=CC=C1)(C2=CC=CC=C2)C3=CC=CC=C3)([P](C4=CC=CC=C4)(C5=CC=CC=C5)C6=CC=CC=C6)Cl (PdCl2(PPh3)2), [Cu]I (copper(I) iodide). The solvent is CCOC(=O)C (AcOEt), C1CCOC1 (THF). Conditions: temperature 57 celsius. The product is C(C)OC(C1=CC=C(C=C1)C#CC1=CC2=C(OCC(CO2)(C)C)C=C1)=O (4-(3,3-dimethyl-3,4-dihydro-2H-benzo[b][1,4]dioxepin-7-ylethynyl)-benzoic acid ethyl ester). Isolated yield 43.7%. Reaction SMILES: [C:1]([C:3]1[CH:15]=[CH:14][C:6]2[O:7][CH2:8][C:9]([CH3:13])([CH3:12])[CH2:10][O:11][C:5]=2[CH:4]=1)#[CH:2].[CH2:16]([O:18][C:19](=[O:27])[C:20]1[CH:25]=[CH:24][C:23](Br)=[CH:22][CH:21]=1)[CH3:17].C(NC(C)C)(C)C.O=[Si]=O>Cl[Pd](Cl)([P](C1C=CC=CC=1)(C1C=CC=CC=1)C1C=CC=CC=1)[P](C1C=CC=CC=1)(C1C=CC=CC=1)C1C=CC=CC=1.[Cu]I.CCOC(C)=O.C1COCC1>[CH2:16]([O:18][C:19](=[O:27])[C:20]1[CH:25]=[CH:24][C:23]([C:2]#[C:1][C:3]2[CH:15]=[CH:14][C:6]3[O:7][CH2:8][C:9]([CH3:12])([CH3:13])[CH2:10][O:11][C:5]=3[CH:4]=2)=[CH:22][CH:21]=1)[CH3:17] |^1:40,59|. Reported procedure: To a mixture under Ar of 7-ethynyl-3,3-dimethyl-3,4-dihydro-2H-benzo[b][1,4]dioxepine (6) (1.0 g), ethyl-4-bromobenzoate (1.13 g), [PdCl2(PPh3)2] (174 mg) and copper(I) iodide (94 mg) is added a degassed solution of diisopropylamine (20 ml) and THF (20 ml). The reaction mixture is stirred over night at 57° C. After addition of AcOEt (100 ml) and filtration over dicalite, the solution is washed with 1 N aq. HCl sol. (3×50 ml) and H2O (3×50 ml). The organic layer is dried over MgSO4 and the solven... Reactants: [K+].CS(=O)(=O)N1CCN(CC1)C1=CC=C(C=C1)C(/C=C/C1=CC=C(C=C1)/C=C/C(=O)[O-])=O ((E)-3-(4-{(E)-3-[4-(4-Methanesulfonyl-piperazin-1-yl)-phenyl]-3-oxo-propenyl}-phenyl)-acrylic acid potassium salt), TEA, C=1C=CC2=C(C1)N=NN2O (HOBT), C(CCl)Cl (EDC), NOC1OCCCC1 (NH2OTHP). Solvent: C1CCOC1 (THF), CN(C)C=O (DMF). Reaction conditions: time 8 hour. Yields the product Cl.ONC(\C=C\C1=CC=C(C=C1)\C=C\C(=O)C1=CC=C(C=C1)N1CCN(CC1)S(=O)(=O)C)=O ((E)-N-hydroxy-3-(4-{(E)-3-[4-(4-methanesulfonyl-piperazin-1-yl)-phenyl]-3-oxo-propenyl}-phenyl)-acrylamide hydrochloride). Yield: 10.2%. Reaction SMILES: [K+].[CH3:2][S:3]([N:6]1[CH2:11][CH2:10][N:9]([C:12]2[CH:17]=[CH:16][C:15]([C:18](=[O:32])/[CH:19]=[CH:20]/[C:21]3[CH:26]=[CH:25][C:24](/[CH:27]=[CH:28]/[C:29]([O-:31])=O)=[CH:23][CH:22]=3)=[CH:14][CH:13]=2)[CH2:8][CH2:7]1)(=[O:5])=[O:4].C1C=CC2[N:41]([OH:42])N=NC=2C=1.C(Cl)C[Cl:45].NOC1CCCCO1>C1COCC1.CN(C=O)C>[ClH:45].[OH:42][NH:41][C:29](=[O:31])/[CH:28]=[CH:27]/[C:24]1[CH:25]=[CH:26][C:21](/[CH:20]=[CH:19]/[C:18]([C:15]2[CH:14]=[CH:13][C:12]([N:9]3[CH2:10][CH2:11][N:6]([S:3]([CH3:2])(=[O:4])=[O:5])[CH2:7][CH2:8]3)=[CH:17][CH:16]=2)=[O:32])=[CH:22][CH:23]=1 |f:0.1,7.8|. Procedure: (E)-3-(4-{(E)-3-[4-(4-Methanesulfonyl-piperazin-1-yl)-phenyl]-3-oxo-propenyl}-phenyl)-acrylic acid potassium salt (190 mg, 0.398 mmol) was dissolved in THF (5 ml), DMF (5 ml) and TEA (0.111 ml, 0.796 mmol). HOBT (107.4 mg, 0.796 mmol), EDC (152 mg, 0.796 mmol) and NH2OTHP (56 mg, 0.477 mmol) were added to the resulting solution. The mixture was stirred overnight at room temperature and then partitioned between water and AcOEt. The organic phase was dried over Na2SO4 and evaporated in vacuo. The ... The reactants are ClC=1C2=C(N=C(N1)CCC)C1=C(S2)N=C(C=C1C)C1=CC(=C(C=C1)OC)OC (4-chloro-7-(3,4-dimethoxyphenyl)-9-methyl-2-propyl-pyrido-[3′,2′:4,5]thieno[3,2-d]pyrimidine), N1CCNCC1 (piperazine). Run in O1CCCC1 (tetrahydrofuran). Product: COC=1C=C(C=CC1OC)C=1C=C(C2=C(SC3=C2N=C(N=C3N3CCNCC3)CCC)N1)C (7-(3,4-dimethoxyphenyl)-9-methyl-4-piperazin-1-yl-2-n-propyl-pyrido[3′,2′:4,5]thieno[3,2-d]pyrimidine). RXN SMILES: Cl[C:2]1[C:3]2[S:13][C:12]3[N:14]=[C:15]([C:19]4[CH:24]=[CH:23][C:22]([O:25][CH3:26])=[C:21]([O:27][CH3:28])[CH:20]=4)[CH:16]=[C:17]([CH3:18])[C:11]=3[C:4]=2[N:5]=[C:6]([CH2:8][CH2:9][CH3:10])[N:7]=1.[NH:29]1[CH2:34][CH2:33][NH:32][CH2:31][CH2:30]1>O1CCCC1>[CH3:28][O:27][C:21]1[CH:20]=[C:19]([C:15]2[CH:16]=[C:17]([CH3:18])[C:11]3[C:4]4[N:5]=[C:6]([CH2:8][CH2:9][CH3:10])[N:7]=[C:2]([N:29]5[CH2:34][CH2:33][NH:32][CH2:31][CH2:30]5)[C:3]=4[S:13][C:12]=3[N:14]=2)[CH:24]=[CH:23][C:22]=1[O:25][CH3:26]. Procedure: 0.42 g (1.0 mmol) 4-chloro-7-(3,4-dimethoxyphenyl)-9-methyl-2-propyl-pyrido-[3′,2′:4,5]thieno[3,2-d]pyrimidine and 0.37 g (4.3 mmol) piperazine in 8 ml tetrahydrofuran are stirred at room temperature for 4 h. Having removed the solvent, the residue is suspended in 10 ml water and sucked off. The residue is suspended in about 50 ml dichloromethane and filtrated. The filtrate is washed with a total of 30 ml water, dried on sodium sulfate and the solvent is removed. The residue is recrystallized fr...